From a dataset of the Open Reaction Database (ORD), a public repository of structured organic reaction records. describe an organic reaction: reactants, conditions, products, and yield The product is CC(C(=O)OC=1C(=NC=NC1O)C(=O)OC)(C)C (Methyl 5-[(2,2-dimethylpropanoyl)oxy]-6-hydroxypyrimidine-4-carboxylate). As a reaction SMILES: [C:1](Cl)(=[O:6])[C:2]([CH3:5])([CH3:4])[CH3:3].[OH:8][C:9]1[C:10]([C:16]([O:18][CH3:19])=[O:17])=[N:11][CH:12]=[N:13][C:14]=1[OH:15]>N1C=CC=CC=1>[CH3:3][C:2]([CH3:5])([CH3:4])[C:1]([O:8][C:9]1[C:10]([C:16]([O:18][CH3:19])=[O:17])=[N:11][CH:12]=[N:13][C:14]=1[OH:15])=[O:6]. Reaction conditions: temperature 40 celsius. Procedure: Pivaloyl chloride 1.1 eq. was added to a solution of the product of Step 2 in pyridine, and the mixture was heated to 40° C. for 10 minutes. HPLC showed the complete conversion of starting material. The reaction mixture was concentrated, the resulting oil was diluted with ethyl acetate and washed with 1 N HCl solution. The title product was obtained as a brown solid after evaporation of the organic phase and trituration with diethyl ether. The solvent is N1=CC=CC=C1 (pyridine). Starting materials: C(C(C)(C)C)(=O)Cl (Pivaloyl chloride), OC=1C(=NC=NC1O)C(=O)OC (Methyl 5,6-dihydroxypyrimidine-4-carboxylate).